Dataset: the Open Reaction Database (ORD), a public repository of structured organic reaction records. Task: describe an organic reaction: reactants, conditions, products, and yield Starting materials: CO, CN(C)CCSc1ccc(C=O)cc1, [O-][I+3]([O-])([O-])[O-], [Na+], O. Yields the product CN(C)CCS(=O)c1ccc(C=O)cc1. RXN SMILES: [CH3:22][OH:23].[CH3:7][N:8]([CH2:9][CH2:10][S:11][c:12]1[cH:13][cH:14][c:15]([CH:16]=[O:17])[cH:18][cH:19]1)[CH3:20].[I+3:1]([O-:2])([O-:3])([O-:4])[O-:5].[Na+:6].[OH2:21]>>[O:2]=[S:11]([CH2:10][CH2:9][N:8]([CH3:7])[CH3:20])[c:12]1[cH:13][cH:14][c:15]([CH:16]=[O:17])[cH:18][cH:19]1. Starting materials: FC=1C=C(C=CC1OC(F)(F)F)[C@H](NC(C1=NC(=C(C=C1)O)[N+](=O)[O-])=O)C1=NC=CC=C1F ((S)—N-((3-fluoro-4-(trifluoromethoxy)phenyl)(3-fluoropyridin-2-yl)methyl)-5-hydroxy-6-nitropicolinamide), O.NN (hydrazine hydrate), CCOC(=O)C (EtOAc). Reagents/catalysts: [Ni] (Raney Nickel). Run in CO (MeOH), petroleum ether. Conditions: temperature 56 celsius, time 10 minute. Product: NC1=C(C=CC(=N1)C(=O)N[C@H](C1=NC=CC=C1F)C1=CC(=C(C=C1)OC(F)(F)F)F)O ((S)-6-Amino-N-((3-fluoro-4-(trifluoromethoxy)phenyl)(3-fluoropyridin-2-yl)methyl)-5-hydroxypicolinamide). RXN SMILES: [F:1][C:2]1[CH:3]=[C:4]([C@@H:13]([C:27]2[C:32]([F:33])=[CH:31][CH:30]=[CH:29][N:28]=2)[NH:14][C:15](=[O:26])[C:16]2[CH:21]=[CH:20][C:19]([OH:22])=[C:18]([N+:23]([O-])=O)[N:17]=2)[CH:5]=[CH:6][C:7]=1[O:8][C:9]([F:12])([F:11])[F:10].O.NN.CCOC(C)=O>[Ni].CO>[NH2:23][C:18]1[N:17]=[C:16]([C:15]([NH:14][C@@H:13]([C:4]2[CH:5]=[CH:6][C:7]([O:8][C:9]([F:12])([F:10])[F:11])=[C:2]([F:1])[CH:3]=2)[C:27]2[C:32]([F:33])=[CH:31][CH:30]=[CH:29][N:28]=2)=[O:26])[CH:21]=[CH:20][C:19]=1[OH:22] |f:1.2|. Procedure: To a stirred suspension of Raney Nickel (0.2 g, Monarch, India) in MeOH (10 mL), was added (S)—N-((3-fluoro-4-(trifluoromethoxy)phenyl)(3-fluoropyridin-2-yl)methyl)-5-hydroxy-6-nitropicolinamide (200 mg, 0.0004252 mol) at room temperature. The temperature was raised to 56° C. and hydrazine hydrate (0.2 mL, Spectrochem, India) was added very slowly over 5 min (exothermic reaction). The reaction mixture was then stirred for 10 min at the same temperature. After completion of the reaction, monitore... The reactants are BrCC(=O)NC1=C(C=CC(=C1)F)F (2-bromo-N-(2,5-difluoro-phenyl)-acetamide), N12C[C@@H](C(CC1)CC2)OC(=O)C2(CCCCCC2)C2=CC=CC=C2 (1-phenyl-cycloheptanecarboxylic acid (R)-(1-aza-bicyclo[2.2.2]oct-3-yl)ester). The solvent is CC#N (MeCN). Conditions: time 30 hour. Product: [Br-].FC1=C(C=C(C=C1)F)NC(=O)C[N+]12C[C@@H](C(CC1)CC2)OC(=O)C2(CCCCCC2)C2=CC=CC=C2 ((R)-1-[(2,5-Difluoro-phenylcarbamoyl)-methyl]-3-(1-phenyl-cycloheptanecarbonyloxy)-1-azonia-bicyclo[2.2.2]octane bromide). Yield: 65.8%. RXN SMILES: [Br:1][CH2:2][C:3]([NH:5][C:6]1[CH:11]=[C:10]([F:12])[CH:9]=[CH:8][C:7]=1[F:13])=[O:4].[N:14]12[CH2:21][CH2:20][CH:17]([CH2:18][CH2:19]1)[C@@H:16]([O:22][C:23]([C:25]1([C:32]3[CH:37]=[CH:36][CH:35]=[CH:34][CH:33]=3)[CH2:31][CH2:30][CH2:29][CH2:28][CH2:27][CH2:26]1)=[O:24])[CH2:15]2>CC#N>[Br-:1].[F:13][C:7]1[CH:8]=[CH:9][C:10]([F:12])=[CH:11][C:6]=1[NH:5][C:3]([CH2:2][N+:14]12[CH2:21][CH2:20][CH:17]([CH2:18][CH2:19]1)[C@@H:16]([O:22][C:23]([C:25]1([C:32]3[CH:33]=[CH:34][CH:35]=[CH:36][CH:37]=3)[CH2:31][CH2:30][CH2:29][CH2:28][CH2:27][CH2:26]1)=[O:24])[CH2:15]2)=[O:4] |f:3.4|. Reported procedure: A mixture of 2-bromo-N-(2,5-difluoro-phenyl)-acetamide (Example 41a) (47 mg) and 1-phenyl-cycloheptanecarboxylic acid (R)-(1-aza-bicyclo[2.2.2]oct-3-yl)ester (Example 14e) (56 mg) in MeCN (1 mL) was stirred at room temperature for 30 h. The resulting precipitate was filtered off, washed with ether and dried at 50° C. under vacuum overnight to afford the title compound (65 mg) as a colourless solid. The reactants are [Mg] (magnesium), C(C)(C)(C)OC1=CC=C(C=C1)Cl (4-t-butoxy chlorobenzene), O1CCCC1 (tetrahydrofuran), C(C)(C)(C)OC1=CC=C(C=C1)S(=O)C1=CC=C(C=C1)OC(C)(C)C (bis-(4-t-butoxyphenyl) sulfoxide), N1=CC=CC=C1 (pyridine), FC(C(C(C(S(=O)(=O)O[Si](C)(C)C)(F)F)(F)F)(F)F)(F)F (trimethylsilyl nonafluorobutane sulfonate), O1CCCC1 (tetrahydrofuran), Grignard reagent. Solvent: O (water). Run at temperature 5 celsius, time 20 minute. Product: FC(C(C(C(S(=O)(=O)[O-])(F)F)(F)F)(F)F)(F)F.C(CCC)OC1=CC=C(C=C1)[S+](C1=CC=C(C=C1)OCCCC)C1=CC=C(C=C1)OCCCC (tris-(4-butoxyphenyl) sulfonium nonafluorobutane sulfonate). Reaction SMILES: [C:1]([O:5][C:6]1[CH:11]=[CH:10][C:9]([S:12]([C:14]2[CH:19]=[CH:18][C:17]([O:20]C(C)(C)C)=[CH:16][CH:15]=2)=O)=[CH:8][CH:7]=1)(C)(C)[CH3:2].N1[CH:30]=[CH:29][CH:28]=[CH:27]C=1.[F:31][C:32]([F:51])([F:50])[C:33]([F:49])([F:48])[C:34]([F:47])([F:46])[C:35]([F:45])([F:44])[S:36]([O:39][Si](C)(C)C)(=[O:38])=[O:37].[Mg].[C:53]([O:57][C:58]1[CH:63]=[CH:62][C:61](Cl)=[CH:60][CH:59]=1)([CH3:56])(C)C.O1CC[CH2:67][CH2:66]1>O>[F:51][C:32]([F:31])([F:50])[C:33]([F:48])([F:49])[C:34]([F:46])([F:47])[C:35]([F:44])([F:45])[S:36]([O-:39])(=[O:38])=[O:37].[CH2:53]([O:57][C:58]1[CH:59]=[CH:60][C:61]([S+:12]([C:9]2[CH:10]=[CH:11][C:6]([O:5][CH2:1][CH2:2][CH2:66][CH3:67])=[CH:7][CH:8]=2)[C:14]2[CH:15]=[CH:16][C:17]([O:20][CH2:30][CH2:29][CH2:28][CH3:27])=[CH:18][CH:19]=2)=[CH:62][CH:63]=1)[CH2:56][CH2:32][CH3:33] |f:7.8|. Procedure details: To a stirred solution of 60.0 g (0.164 mol) of bis-(4-t-butoxyphenyl) sulfoxide in 26.8 g (0.34 mol) of pyridine and 400 ml of tetrahydrofuran was dropped 126.57 g (0.34 mol) of trimethylsilyl nonafluorobutane sulfonate while keeping the temperature below −5° C. with a salted ice bath. After completion of the addition, the reaction temperature was raised to 5° C., followed by stirring for additional 20 minutes. A Grignard solution was prepared from 8.4 g (0.34 mol) of magnesium, 100 g of tetrahy... Reactants: O (water), C([O-])([O-])=O.[K+].[K+] (potassium carbonate), C(C)OC(CC=1C=C(C(=CC1)OC)C1=C(C=C(C=C1)Br)CN(CC)C(=O)C1CC1)=O ({4′-Bromo-2′-[(cyclopropanecarbonyl-ethyl-amino)-methyl]-6-methoxy-biphenyl-3-yl}-acetic acid ethyl ester), C(C)OC1=NC=C(C=C1)B1OC(C(O1)(C)C)(C)C (2-ethoxy-5-(4,4,5,5-tetramethyl-[1,3,2]dioxaborolan-2-yl)-pyridine). The reagents and catalysts are C=1C=CC(=CC1)[P](C=2C=CC=CC2)(C=3C=CC=CC3)[Pd]([P](C=4C=CC=CC4)(C=5C=CC=CC5)C=6C=CC=CC6)([P](C=7C=CC=CC7)(C=8C=CC=CC8)C=9C=CC=CC9)[P](C=1C=CC=CC1)(C=1C=CC=CC1)C=1C=CC=CC1 (tetrakis(triphenylphosphine)palladium(0)). Run in COCCOC (DME). Conditions: temperature 80 celsius. Product: C(C)OC(CC=1C=C(C(=CC1)OC)C1=C(C=C(C=C1)C=1C=NC(=CC1)OCC)CN(CC)C(=O)C1CC1)=O ([2′-[(Cyclopropanecarbonyl-ethyl-amino)-methyl]-4′-(6-ethoxy-pyridin-3-yl)-6-methoxy-biphenyl-3-yl]-acetic acid ethyl ester). Reaction SMILES: [CH2:1]([O:3][C:4](=[O:30])[CH2:5][C:6]1[CH:7]=[C:8]([C:14]2[CH:19]=[CH:18][C:17](Br)=[CH:16][C:15]=2[CH2:21][N:22]([C:25]([CH:27]2[CH2:29][CH2:28]2)=[O:26])[CH2:23][CH3:24])[C:9]([O:12][CH3:13])=[CH:10][CH:11]=1)[CH3:2].O.[CH2:32]([O:34][C:35]1[CH:40]=[CH:39][C:38](B2OC(C)(C)C(C)(C)O2)=[CH:37][N:36]=1)[CH3:33].C(=O)([O-])[O-].[K+].[K+]>COCCOC.C1C=CC([P]([Pd]([P](C2C=CC=CC=2)(C2C=CC=CC=2)C2C=CC=CC=2)([P](C2C=CC=CC=2)(C2C=CC=CC=2)C2C=CC=CC=2)[P](C2C=CC=CC=2)(C2C=CC=CC=2)C2C=CC=CC=2)(C2C=CC=CC=2)C2C=CC=CC=2)=CC=1>[CH2:1]([O:3][C:4](=[O:30])[CH2:5][C:6]1[CH:7]=[C:8]([C:14]2[CH:19]=[CH:18][C:17]([C:38]3[CH:37]=[N:36][C:35]([O:34][CH2:32][CH3:33])=[CH:40][CH:39]=3)=[CH:16][C:15]=2[CH2:21][N:22]([C:25]([CH:27]2[CH2:29][CH2:28]2)=[O:26])[CH2:23][CH3:24])[C:9]([O:12][CH3:13])=[CH:10][CH:11]=1)[CH3:2] |f:3.4.5,^1:65,67,86,105|. Procedure details: {4′-Bromo-2′-[(cyclopropanecarbonyl-ethyl-amino)-methyl]-6-methoxy-biphenyl-3-yl}-acetic acid ethyl ester (14.5 g, 30.6 mmol) was dissolved in DME (100 mL) and water (50 mL) along with 2-ethoxy-5-(4,4,5,5-tetramethyl-[1,3,2]dioxaborolan-2-yl)-pyridine (9.1 g, 36.5 mmol) and potassium carbonate (10.7 g, 77.4 mmol) under N2 atmosphere. The mixture was purged with N2, and then tetrakis(triphenylphosphine)palladium(0) (0.500 g, 0.43 mmol) was added and the reaction was heated to 80° C. The reaction ... Reactants: C(C)(=O)OCC (ethyl acetate), NC(=O)NC=1NC2=CC(=C(C=C2C1C(=O)N)Br)OC (2-aminocarbonylamino-5-bromo-6-methoxyindole-3-carboxamide), C(=C)B1OC(C)(C)C(C)(C)O1 (vinylboronic acid pinacol ester), C(O)([O-])=O.[Na+] (sodium hydrogen carbonate). The reagents and catalysts are C=1C=CC(=CC1)[P](C=2C=CC=CC2)(C=3C=CC=CC3)[Pd]([P](C=4C=CC=CC4)(C=5C=CC=CC5)C=6C=CC=CC6)([P](C=7C=CC=CC7)(C=8C=CC=CC8)C=9C=CC=CC9)[P](C=1C=CC=CC1)(C=1C=CC=CC1)C=1C=CC=CC1 (tetrakis(triphenylphosphine)palladium(0)). Solvent: [Cl-].[Na+].O (brine), O1CCOCC1.O (1,4-dioxane water). Reaction conditions: temperature 110 celsius, time 8 hour. Yields the product NC(=O)NC=1NC2=CC(=C(C=C2C1C(=O)N)C=C)OC (2-Aminocarbonylamino-6-methoxy-5-vinylindole-3-carboxamide). Isolated yield 5.6%. Reaction SMILES: [NH2:1][C:2]([NH:4][C:5]1[NH:6][C:7]2[C:12]([C:13]=1[C:14]([NH2:16])=[O:15])=[CH:11][C:10](Br)=[C:9]([O:18][CH3:19])[CH:8]=2)=[O:3].[CH:20](B1OC(C)(C)C(C)(C)O1)=[CH2:21].C(=O)([O-])O.[Na+].C(OCC)(=O)C>O1CCOCC1.O.[Cl-].[Na+].O.C1C=CC([P]([Pd]([P](C2C=CC=CC=2)(C2C=CC=CC=2)C2C=CC=CC=2)([P](C2C=CC=CC=2)(C2C=CC=CC=2)C2C=CC=CC=2)[P](C2C=CC=CC=2)(C2C=CC=CC=2)C2C=CC=CC=2)(C2C=CC=CC=2)C2C=CC=CC=2)=CC=1>[NH2:1][C:2]([NH:4][C:5]1[NH:6][C:7]2[C:12]([C:13]=1[C:14]([NH2:16])=[O:15])=[CH:11][C:10]([CH:20]=[CH2:21])=[C:9]([O:18][CH3:19])[CH:8]=2)=[O:3] |f:2.3,5.6,7.8.9,^1:55,57,76,95|. Procedure details: A suspension of 2-aminocarbonylamino-5-bromo-6-methoxyindole-3-carboxamide (Compound No.7-1, 86 mg, 0.26 mmol), vinylboronic acid pinacol ester (121 μL, 0.40 mmol), tetrakis(triphenylphosphine)palladium(0) (32 mg, 0.027 mmol) and sodium hydrogen carbonate (56 mg, 0.66 mmol) in 1,4-dioxane-water solution (3:1, 15 mL) was stirred overnight at 110° C. under argon atmosphere. After cooling, ethyl acetate (20 mL) and brine (15 mL) were added and separated. The organic layer was dried over anhydrous m... The product is C1=CC=CC=2OCC3=C(C(C21)=C2CCN(CC2)CCC(C)=O)C=CC=C3 (4-[4-(6,11-dihydrodibenzo[b,e]oxepin-11-ylidene)piperidino]-2-butanone). Reaction SMILES: [CH2:1]([O:3]C(Cl)=O)[CH3:2].[CH:7]1[C:17]2[C:16](=[C:18]3[CH2:23][CH2:22][N:21]([CH3:24])[CH2:20][CH2:19]3)[C:15]3[CH:25]=[CH:26][CH:27]=[CH:28][C:14]=3[CH2:13][O:12][C:11]=2[CH:10]=[CH:9][CH:8]=1.[CH:29]1C=CC=CC=1>>[CH:7]1[C:17]2[C:16](=[C:18]3[CH2:19][CH2:20][N:21]([CH2:24][CH2:2][C:1](=[O:3])[CH3:29])[CH2:22][CH2:23]3)[C:15]3[CH:25]=[CH:26][CH:27]=[CH:28][C:14]=3[CH2:13][O:12][C:11]=2[CH:10]=[CH:9][CH:8]=1. Reactants: C(C)OC(=O)Cl (chloroformic acid ethyl ester), C1=CC=CC=2OCC3=C(C(C21)=C2CCN(CC2)C)C=CC=C3 (4-(6,11-dihydrodibenzo[b,e]oxepin-11-ylidene)-1-methylpiperidine), C1=CC=CC=C1 (benzene), C1=CC=CC=C1 (benzene). Procedure details: A solution of 96 g of chloroformic acid ethyl ester in 100 cc of benzene is added dropwise to a solution of 64 g of 4-(6,11-dihydrodibenzo[b,e]oxepin-11-ylidene)-1-methylpiperidine in 600 cc of benzene, and the mixture is heated in an oil bath of 100° for 4 hours. After cooling, the reaction mixture is filtered through diatomaceous earth, the filtrate is extracted with 2 N hydrochloric acid and water, dried over magnesium sulphate and completely concentrated at reduced pressure. The resulting ur...